Dataset: the Open Reaction Database (ORD), a public repository of structured organic reaction records. Task: describe an organic reaction: reactants, conditions, products, and yield The reactants are C([O-])([O-])=O.[Na+].[Na+] (sodium carbonate), Cl.N12C[C@@H](C(CC1)CC2)NC(=O)C=2SC1=C(C2)C=CC=C1Br (N-[(3R)-1-azabicyclo[2.2.2]oct-3-yl]-7-bromo-1-benzothiophene-2-carboxamide hydrochloride), C1(=CC=CC=C1)B(O)O (phenylboronic acid). Reagents/catalysts: C1=CC=C(C=C1)P([C-]2C=CC=C2)C3=CC=CC=C3.C1=CC=C(C=C1)P([C-]2C=CC=C2)C3=CC=CC=C3.Cl[Pd]Cl.[Fe+2] (PdCl2(dppf)), C1=CC=C(C=C1)P([C-]2C=CC=C2)C3=CC=CC=C3.C1=CC=C(C=C1)P([C-]2C=CC=C2)C3=CC=CC=C3.Cl[Pd]Cl.[Fe+2] (PdCl2(dppf)). Solvent: CN(C)C=O (DMF). Run at temperature 80 celsius, time 3 hour. Product: Cl.N12C[C@@H](C(CC1)CC2)NC(=O)C=2SC1=C(C2)C=CC=C1C1=CC=CC=C1 (N-[(3R)-1-Azabicyclo[2.2.2]oct-3-yl]-7-phenyl-1-benzothiophene-2-carboxamide hydrochloride). Reaction SMILES: C(=O)([O-])[O-].[Na+].[Na+].[ClH:7].[N:8]12[CH2:15][CH2:14][CH:11]([CH2:12][CH2:13]1)[C@@H:10]([NH:16][C:17]([C:19]1[S:20][C:21]3[C:27](Br)=[CH:26][CH:25]=[CH:24][C:22]=3[CH:23]=1)=[O:18])[CH2:9]2.[C:29]1(B(O)O)[CH:34]=[CH:33][CH:32]=[CH:31][CH:30]=1>CN(C=O)C.C1C=CC(P(C2C=CC=CC=2)[C-]2C=CC=C2)=CC=1.C1C=CC(P(C2C=CC=CC=2)[C-]2C=CC=C2)=CC=1.Cl[Pd]Cl.[Fe+2]>[ClH:7].[N:8]12[CH2:15][CH2:14][CH:11]([CH2:12][CH2:13]1)[C@@H:10]([NH:16][C:17]([C:19]1[S:20][C:21]3[C:27]([C:29]4[CH:34]=[CH:33][CH:32]=[CH:31][CH:30]=4)=[CH:26][CH:25]=[CH:24][C:22]=3[CH:23]=1)=[O:18])[CH2:9]2 |f:0.1.2,3.4,7.8.9.10,11.12|. Procedure details: 0.14 ml of 2 M aqueous sodium carbonate solution and 5.7 mg (0.007 mmol) of PdCl2(dppf) are added to a mixture of 56 mg (0.14 mmol) of N-[(3R)-1-azabicyclo[2.2.2]oct-3-yl]-7-bromo-1-benzothiophene-2-carboxamide hydrochloride (Example 8A) and 18.7 mg (0.15 mmol) of phenylboronic acid in 1 ml of DMF. The reaction mixture is heated to 80° C. After 3 h at this temperature, a further 5.7 mg (0.007 mmol) of PdCl2(dppf) are added, and the mixture is stirred at 80° C. for a further 12 h. The reaction mi... The product is Nc1ccc(Cl)nc1N. Reaction SMILES: [Cl:4][c:5]1[cH:6][cH:7][c:8]([NH2:14])[c:9]([N+:11]([O-:12])=[O:13])[n:10]1.[ClH:17].[Na+:16].[OH-:15].[Sn:1]([Cl:2])[Cl:3]>>[Cl:4][c:5]1[cH:6][cH:7][c:8]([NH2:14])[c:9]([NH2:11])[n:10]1. Reactants: Nc1ccc(Cl)nc1[N+](=O)[O-], Cl, [Na+], [OH-], Cl[Sn]Cl. Reactants: CCOC(C)=O, COC(=O)c1cc2ccsc2nc1OS(=O)(=O)C(F)(F)F, CN1CCCC1=O, O=CO, CCN(C(C)C)C(C)C, O, c1ccc(P(c2ccccc2)(c2ccccc2)[Pd](P(c2ccccc2)(c2ccccc2)c2ccccc2)(P(c2ccccc2)(c2ccccc2)c2ccccc2)P(c2ccccc2)(c2ccccc2)c2ccccc2)cc1. Yields the product COC(=O)c1cnc2sccc2c1. As a reaction SMILES: [CH3:119][CH2:120][O:121][C:122](=[O:123])[CH3:124].[CH3:1][O:2][C:3](=[O:4])[c:5]1[cH:6][c:7]2[c:8]([n:9][c:10]1[O:11][S:12]([C:13]([F:14])([F:15])[F:16])(=[O:17])=[O:18])[s:19][cH:20][cH:21]2.[CH3:35][N:36]1[CH2:37][CH2:38][CH2:39][C:40]1=[O:41].[CH:22]([OH:23])=[O:24].[CH:25]([N:26]([CH2:27][CH3:28])[CH:29]([CH3:30])[CH3:31])([CH3:32])[CH3:33].[OH2:34].[cH:42]1[cH:43][cH:44][c:45]([P:46]([Pd:47]([P:48]([c:49]2[cH:50][cH:51][cH:52][cH:53][cH:54]2)([c:55]2[cH:56][cH:57][cH:58][cH:59][cH:60]2)[c:61]2[cH:62][cH:63][cH:64][cH:65][cH:66]2)([P:67]([c:68]2[cH:69][cH:70][cH:71][cH:72][cH:73]2)([c:74]2[cH:75][cH:76][cH:77][cH:78][cH:79]2)[c:80]2[cH:81][cH:82][cH:83][cH:84][cH:85]2)[P:86]([c:87]2[cH:88][cH:89][cH:90][cH:91][cH:92]2)([c:93]2[cH:94][cH:95][cH:96][cH:97][cH:98]2)[c:99]2[cH:100][cH:101][cH:102][cH:103][cH:104]2)([c:105]2[cH:106][cH:107][cH:108][cH:109][cH:110]2)[c:111]2[cH:112][cH:113][cH:114][cH:115][cH:116]2)[cH:117][cH:118]1>>[CH3:1][O:2][C:3](=[O:4])[c:5]1[cH:6][c:7]2[c:8]([n:9][cH:10]1)[s:19][cH:20][cH:21]2. Reactants: CN (methanamine), N1C=CC=2C(=CC=CC12)C=O (1H-indole-4-carbaldehyde), [BH4-].[Na+] (NaBH4). Solvent: CO (MeOH). Conditions: time 14 hour. The product is N1C=CC2=C(C=CC=C12)CNC ((1H-indol-4-yl)-N-methylmethanamine). The yield is 54.3%. As a reaction SMILES: [CH3:1][NH2:2].[NH:3]1[C:11]2[CH:10]=[CH:9][CH:8]=[C:7]([CH:12]=O)[C:6]=2[CH:5]=[CH:4]1.[BH4-].[Na+]>CO>[NH:3]1[C:11]2[C:6](=[C:7]([CH2:12][NH:2][CH3:1])[CH:8]=[CH:9][CH:10]=2)[CH:5]=[CH:4]1 |f:2.3|. Procedure details: To a solution of methanamine (536 mg, 17.24 mmol) in MeOH (10 mL) was added 1H-indole-4-carbaldehyde (500 mg, 3.45 mmol). The reaction mixture was stirred at RT for 14 h. The reaction was cooled in an ice bath and NaBH4 (130 mg, 3.45 mmol) was added in several portions. The reaction was stirred at 0° C. for 5 min then stirred at RT for 4 h. The solvent was removed under reduced pressure to afford 300 mg (54.5%) of (1H-indol-4-yl)-N-methylmethanamine (116) which was used in the next step without ... Reaction SMILES: [CH2:1]([c:2]1[cH:3][cH:4][cH:5][cH:6][cH:7]1)[O:8][CH2:9][CH2:10][O:11][c:12]1[cH:13][cH:14][c:15]([C:18](=[C:19]([CH2:20][CH2:21][Cl:22])[c:23]2[cH:24][cH:25][cH:26][cH:27][cH:28]2)[c:29]2[cH:30][cH:31][cH:32][cH:33][cH:34]2)[cH:16][cH:17]1.[CH3:35][CH2:36][O:37][C:38](=[O:39])[CH3:40].[CH3:41][CH2:42][OH:43]>>[OH:8][CH2:9][CH2:10][O:11][c:12]1[cH:13][cH:14][c:15]([C:18](=[C:19]([CH2:20][CH2:21][Cl:22])[c:23]2[cH:24][cH:25][cH:26][cH:27][cH:28]2)[c:29]2[cH:30][cH:31][cH:32][cH:33][cH:34]2)[cH:16][cH:17]1. The reactants are ClCCC(=C(c1ccccc1)c1ccc(OCCOCc2ccccc2)cc1)c1ccccc1, CCOC(C)=O, CCO. The product is OCCOc1ccc(C(=C(CCCl)c2ccccc2)c2ccccc2)cc1. The reactants are [Br-].OC=1C=C2C=C[N+](=CC2=CC1)C (6-Hydroxy-2-methylisoquinolinium bromide), C([O-])([O-])=O.[Na+].[Na+] (sodium carbonate), OC1COCC1 (3-hydroxytetrahydrofuran), C1(=CC=C(C=C1)S(=O)(=O)[O-])C (p-toluenesulphonate). Run in C(C)#N (acetonitrile), CCOCC (ether). Product: O1CC(CC1)OC=1C=C2C=C[N+](=CC2=CC1)C.C1(=CC=C(C=C1)S(=O)(=O)[O-])C (6[3-Tetrahydrofuranyloxy]-2-methylisoquinolinium p-toluenesulphonate). Reaction SMILES: [Br-].[OH:2][C:3]1[CH:4]=[C:5]2[C:10](=[CH:11][CH:12]=1)[CH:9]=[N+:8]([CH3:13])[CH:7]=[CH:6]2.C(=O)([O-])[O-].[Na+].[Na+].O[CH:21]1[CH2:25][CH2:24][O:23][CH2:22]1.[C:26]1([CH3:36])[CH:31]=[CH:30][C:29]([S:32]([O-:35])(=[O:34])=[O:33])=[CH:28][CH:27]=1>C(#N)C.CCOCC>[O:23]1[CH2:24][CH2:25][CH:21]([O:2][C:3]2[CH:4]=[C:5]3[C:10](=[CH:11][CH:12]=2)[CH:9]=[N+:8]([CH3:13])[CH:7]=[CH:6]3)[CH2:22]1.[C:26]1([CH3:36])[CH:27]=[CH:28][C:29]([S:32]([O-:35])(=[O:33])=[O:34])=[CH:30][CH:31]=1 |f:0.1,2.3.4,9.10|. Reported procedure: 6-Hydroxy-2-methylisoquinolinium bromide (2.4 g.), sodium carbonate (5 g.) and 3-hydroxytetrahydrofuran, p-toluenesulphonate (5 g.) in acetonitrile (100 ml) were heated under reflux for 60 hours. The mixture was cooled and diluted with ether. The solid that crystallised was collected and had m.p. 144°-146°.